From a dataset of the Open Reaction Database (ORD), a public repository of structured organic reaction records. describe an organic reaction: reactants, conditions, products, and yield The reactants are NC1=C(C=C(C=C1)C(C(C)Br)=O)[N+](=O)[O-] (1-(4-amino-3-nitrophenyl)-2-bromopropan-1-one), N(N)C(OCC)=S (O-ethyl hydrazinecarbothioate). Solvent: C(C)#N (acetonitrile). Reaction conditions: temperature 0 celsius. Yields the product NC1=C(C=C(C=C1)C1=NNC(SC1C)=O)[N+](=O)[O-] (5-(4-amino-3-nitrophenyl)-6-methyl-3,6-dihydro-2H-1,3,4-thiadiazin-2-one). RXN SMILES: [NH2:1][C:2]1[CH:7]=[CH:6][C:5]([C:8](=O)[CH:9](Br)[CH3:10])=[CH:4][C:3]=1[N+:13]([O-:15])=[O:14].[NH:16]([C:18](=[S:22])[O:19]CC)[NH2:17]>C(#N)C>[NH2:1][C:2]1[CH:7]=[CH:6][C:5]([C:8]2[CH:9]([CH3:10])[S:22][C:18](=[O:19])[NH:16][N:17]=2)=[CH:4][C:3]=1[N+:13]([O-:15])=[O:14]. Reported procedure: 36.5 g (134 mM) of 1-(4-amino-3-nitrophenyl)-2-bromopropan-1-one and 24.3 g (202.5 mM) of O-ethyl hydrazinecarbothioate dissolved in 190 ml of acetonitrile are refluxed for 4 hours with stirring. The reaction mixture is cooled and maintained at 0° C. for 16 hours. The crystalline solid is filtered off and washed with cold acetonitrile to give, after drying, 10.4 g of 5-(4-amino-3-nitrophenyl)-6-methyl-3,6-dihydro-2H-1,3,4-thiadiazin-2-one in the form of a solid. Starting materials: C([C@@H]1[C@H]([C@@H]([C@@H]([C@@H](O1)O[C@@H]2[C@H](OC([C@H]([C@H]2O)O)O)CO)O)O)O)O (mannobiose), OC1[C@@H]([C@@H](O)[C@H](O)[C@H](O1)CO)NC(=O)C (GlcNAc), 4A. Reagents/catalysts: C(F)(F)(F)S(=O)(=O)[O-].[Ag+] (AgOTf). Solvent: C(Cl)Cl (CH2Cl2), C(Cl)Cl (CH2Cl2). Reaction conditions: temperature -40 celsius, time 1 hour. Yields the product OC1[C@@H]([C@@H](O)[C@H](O)[C@H](O1)CO)NC(=O)C.C([C@@H]1[C@H]([C@@H]([C@@H]([C@@H](O1)O[C@@H]2[C@H](OC([C@H]([C@H]2O)O)O)CO)O)O)O)O (GlcNAc mannobiose). As a reaction SMILES: [CH2:1]([OH:23])[C@H:2]1[O:7][C@@H:6]([O:8][C@H:9]2[C@H:14]([OH:15])[C@H:13]([OH:16])[CH:12]([OH:17])[O:11][C@@H:10]2[CH2:18][OH:19])[C@@H:5]([OH:20])[C@@H:4]([OH:21])[C@@H:3]1[OH:22].[OH:24][CH:25]1[O:32][C@H:31]([CH2:33][OH:34])[C@@H:29]([OH:30])[C@H:27]([OH:28])[C@H:26]1[NH:35][C:36]([CH3:38])=[O:37]>C(Cl)Cl.C(S([O-])(=O)=O)(F)(F)F.[Ag+]>[OH:24][CH:25]1[O:32][C@H:31]([CH2:33][OH:34])[C@@H:29]([OH:30])[C@H:27]([OH:28])[C@H:26]1[NH:35][C:36]([CH3:38])=[O:37].[CH2:1]([OH:23])[C@H:2]1[O:7][C@@H:6]([O:8][C@H:9]2[C@H:14]([OH:15])[C@H:13]([OH:16])[CH:12]([OH:17])[O:11][C@@H:10]2[CH2:18][OH:19])[C@@H:5]([OH:20])[C@@H:4]([OH:21])[C@@H:3]1[OH:22] |f:3.4,5.6|. Reported procedure: To a stirred mixture of Cp2HfCl2 (269.5 mg, 0.710 mmol), AgOTf (365.5 mg, 1.423 mmol), and molecular sieves 4A (3 g) in dry CH2Cl2 (5 mL) was added a solution of mannobiose acceptor (541.1 mg, 0.593 mmol) and GlcNAc-donor (354.0 g, 0.609 mmol) in dry CH2Cl2 (10 mL) at −78° C. The mixture was stirred for 2 h and at −40° C. for 1 h. Insoluble materials were removed by passage through silica gel and the filtrate was then diluted with EtOAc, washed with brine, aq. NaHCO3 and brine successively, drie...